Dataset: the Open Reaction Database (ORD), a public repository of structured organic reaction records. Task: describe an organic reaction: reactants, conditions, products, and yield The reactants are CC(=O)O, CCOC(C)=O, CCOC(=O)c1cc([N+](=O)[O-])c(F)cc1Cl, [Fe]. Yields the product CCOC(=O)c1cc(N)c(F)cc1Cl. Reaction SMILES: [CH3:17][C:18](=[O:19])[OH:20].[CH3:21][CH2:22][O:23][C:24](=[O:25])[CH3:26].[Cl:1][c:2]1[c:3]([C:4](=[O:5])[O:6][CH2:7][CH3:8])[cH:9][c:10]([N+:14]([O-:15])=[O:16])[c:11]([F:13])[cH:12]1.[Fe:27]>>[Cl:1][c:2]1[c:3]([C:4](=[O:5])[O:6][CH2:7][CH3:8])[cH:9][c:10]([NH2:14])[c:11]([F:13])[cH:12]1. Reactants: N[C@H](C)C(=O)O (D-alanine), [OH-].[Na+] (sodium hydroxide), [OH-].[Na+] (sodium hydroxide), C(C1=CC=CC=C1)OC(=O)Cl (benzyloxycarbonyl chloride). Run at temperature 4 celsius, time 1 hour. Yields the product C(C1=CC=CC=C1)OC(=O)N[C@H](C)C(=O)O (Nα -Benzyloxycarbonyl-D-alanine). Reaction SMILES: [NH2:1][C@@H:2]([C:4]([OH:6])=[O:5])[CH3:3].[OH-].[Na+].[CH2:9]([O:16][C:17](Cl)=[O:18])[C:10]1[CH:15]=[CH:14][CH:13]=[CH:12][CH:11]=1>>[CH2:9]([O:16][C:17]([NH:1][C@@H:2]([C:4]([OH:6])=[O:5])[CH3:3])=[O:18])[C:10]1[CH:15]=[CH:14][CH:13]=[CH:12][CH:11]=1 |f:1.2|. Reported procedure: Nα -Benzyloxycarbonyl-D-alanine is prepared in the following manner. To a solution of 12.5 g. of D-alanine in 70 ml. of 2N sodium hydroxide, with ice cooling and stirring, is added in simultaneous dropwise addition 24 g. of benzyloxycarbonyl chloride and 35 ml. of 4N sodium hydroxide. The pH is maintained at 10 to 12 using a pH electrode in the reaction vessel. The reaction is stirred for one hour further at 4° C. and then extracted with 100 ml. of ethyl ether and acidified to pH 3 with concentr... Reactants: CN1CC2=C(N(C=3C=CC(=CC23)C)CC(=O)OCC)CC1 (ethyl 2-(1,2,3,4-tetrahydro-2,8-dimethylpyrido[4,3-b]indol-5-yl)acetate), [OH-].[Na+] (NaOH), Cl (HCl). The solvent is C(C)O (ethanol). Run at temperature 50 celsius, time 3 hour. Yields the product CN1CC2=C(N(C=3C=CC(=CC23)C)CC(=O)O)CC1 (2-(1,2,3,4-tetrahydro-2,8-dimethylpyrido[4,3-b]indol-5-yl)acetic acid). As a reaction SMILES: [CH3:1][N:2]1[CH2:21][CH2:20][C:5]2[N:6]([CH2:14][C:15]([O:17]CC)=[O:16])[C:7]3[CH:8]=[CH:9][C:10]([CH3:13])=[CH:11][C:12]=3[C:4]=2[CH2:3]1.[OH-].[Na+].Cl>C(O)C>[CH3:1][N:2]1[CH2:21][CH2:20][C:5]2[N:6]([CH2:14][C:15]([OH:17])=[O:16])[C:7]3[CH:8]=[CH:9][C:10]([CH3:13])=[CH:11][C:12]=3[C:4]=2[CH2:3]1 |f:1.2|. Procedure: A mixture of ethyl 2-(1,2,3,4-tetrahydro-2,8-dimethylpyrido[4,3-b]indol-5-yl)acetate and NaOH in ethanol was stirred at 50° C. for 3 h after which it was cooled to RT and neutralized with conc. HCl. The solvent was removed under reduced pressure to obtain crude 2-(1,2,3,4-tetrahydro-2,8-dimethylpyrido[4,3-b]indol-5-yl)acetic acid.